This data is from the Open Reaction Database (ORD), a public repository of structured organic reaction records. The task is: describe an organic reaction: reactants, conditions, products, and yield Run in solution, C[O-].[Na+] (sodium methoxide), CO (methanol). Procedure: A solution of 20 mg of (4R,9R)-16-(tert-butyl-dimethylsilanyloxy)-9-ethoxycarbonyloxy-14-methoxy-13-methyl-6, 12-dioxo-1,3,4,5,6,7,8,9,10,12-decahydro-11,2,5-benzoxathiaazacyclotetradecine-4-carboxylic acid methyl ester was subjected in an analogous manner to the procedure described in Example 1. The crude product was dissolved in 0.5 ml of a 0.6M solution of sodium methoxide in methanol. The solution was stirred at 0° C. for 7 min whereupon 2 ml of 1N hydrochloric acid were added. The mixture w... Isolated yield 35.9%. Reactants: COC(=O)[C@@H]1CSCC2=C(C(OC[C@@H](CCC(N1)=O)OC(=O)OCC)=O)C(=C(C=C2O[Si](C)(C)C(C)(C)C)OC)C ((4R,9R)-16-(tert-butyl-dimethylsilanyloxy)-9-ethoxycarbonyloxy-14-methoxy-13-methyl-6, 12-dioxo-1,3,4,5,6,7,8,9,10,12-decahydro-11,2,5-benzoxathiaazacyclotetradecine-4-carboxylic acid methyl ester), crude product, Cl (hydrochloric acid). As a reaction SMILES: [CH3:1][O:2][C:3]([C@H:5]1[NH:18][C:17](=[O:19])[CH2:16][CH2:15][C@@H:14]([O:20]C(OCC)=O)[CH2:13][O:12][C:11](=[O:26])[C:10]2[C:27]([CH3:41])=[C:28]([O:39][CH3:40])[CH:29]=[C:30]([O:31][Si](C(C)(C)C)(C)C)[C:9]=2[CH2:8][S:7][CH2:6]1)=[O:4].Cl>C[O-].[Na+].CO>[CH3:1][O:2][C:3]([C@H:5]1[NH:18][C:17](=[O:19])[CH2:16][CH2:15][C@@H:14]([OH:20])[CH2:13][O:12][C:11](=[O:26])[C:10]2[C:27]([CH3:41])=[C:28]([O:39][CH3:40])[CH:29]=[C:30]([OH:31])[C:9]=2[CH2:8][S:7][CH2:6]1)=[O:4] |f:2.3|. The product is COC(=O)[C@@H]1CSCC2=C(C(OC[C@@H](CCC(N1)=O)O)=O)C(=C(C=C2O)OC)C ((4R,9R)-9,16-dihydroxy-14-methoxy-13-methyl-6,12-dioxo-1,3,4,5,6,7,8,9,10,12-decahydro-11,2,5-benzoxathiaazacyclotetradecine-4-carboxylic acid methyl ester). The reactants are CC1=NC2=C(C=CC=C2C(=C1)Cl)C1=C(C=C(C=C1C)C)C (2-methyl-4-chloro-8-(2,4,6-trimethylphenyl)-quinoline), O1CCN(CC1)CCN (2-morpholinoethylamine), CC(C)([O-])C.[Na+] (sodium tertiary butoxide), Pd2(dibenzylideneacetone)3. Reagents/catalysts: C1(=CC=CC=C1)P(C1=C(C2=CC=CC=C2C=C1)C1=C(C=CC2=CC=CC=C12)P(C1=CC=CC=C1)C1=CC=CC=C1)C1=CC=CC=C1 (2,2′-bis(diphenylphosphino)-1,1′-binaphtyl). Solvent: C1(=CC=CC=C1)C (toluene). Conditions: temperature 100 celsius. Yields the product CC1=NC2=C(C=CC=C2C(=C1)NCCN1CCOCC1)C1=C(C=C(C=C1C)C)C (2-methyl-4-(N-2-morpholinoethyl)amino-8-(2,4,6-tri-methylphenyl)-quinoline). Yield: 39.8%. Reaction SMILES: [CH3:1][C:2]1[CH:11]=[C:10](Cl)[C:9]2[C:4](=[C:5]([C:13]3[C:18]([CH3:19])=[CH:17][C:16]([CH3:20])=[CH:15][C:14]=3[CH3:21])[CH:6]=[CH:7][CH:8]=2)[N:3]=1.[O:22]1[CH2:27][CH2:26][N:25]([CH2:28][CH2:29][NH2:30])[CH2:24][CH2:23]1.CC(C)([O-])C.[Na+]>C1(C)C=CC=CC=1.C1(P(C2C=CC=CC=2)C2C=CC3C(=CC=CC=3)C=2C2C3C(=CC=CC=3)C=CC=2P(C2C=CC=CC=2)C2C=CC=CC=2)C=CC=CC=1>[CH3:1][C:2]1[CH:11]=[C:10]([NH:30][CH2:29][CH2:28][N:25]2[CH2:26][CH2:27][O:22][CH2:23][CH2:24]2)[C:9]2[C:4](=[C:5]([C:13]3[C:18]([CH3:19])=[CH:17][C:16]([CH3:20])=[CH:15][C:14]=3[CH3:21])[CH:6]=[CH:7][CH:8]=2)[N:3]=1 |f:2.3|. Procedure details: Part C: To a solution of 5.1 g (17.1 mmol) of 2-methyl-4-chloro-8-(2,4,6-trimethylphenyl)-quinoline and 2.68 g (20.6 mmol) of 2-morpholinoethylamine in 150 ml of toluene, after bubbling through nitrogen gas for 30 minutes, a quantity of 2.29 g (23.9 mmol) sodium tertiary butoxide, 0.16 g (0.26 mmol) of 2,2′-bis(diphenylphosphino)-1,1′-binaphtyl (BINAP) and 0.082 g (0.09 mmol) Pd2(dibenzylideneacetone)3 were subsequently added. After heating to 100° C. for 16 hours and subsequent cooling, the rea... The product is CN(C)CCSc1cc(N)c([N+](=O)[O-])cc1NNCCO. Starting materials: CN(C)CCS, Cl, Nc1cc(Cl)c(NNCCO)cc1[N+](=O)[O-]. RXN SMILES: [CH3:18][N:19]([CH2:20][CH2:21][SH:22])[CH3:23].[ClH:17].[N+:1](=[O:2])([O-:3])[c:4]1[c:5]([NH2:16])[cH:6][c:7]([Cl:15])[c:8]([NH:10][NH:11][CH2:12][CH2:13][OH:14])[cH:9]1>>[N+:1](=[O:2])([O-:3])[c:4]1[c:5]([NH2:16])[cH:6][c:7]([S:22][CH2:21][CH2:20][N:19]([CH3:18])[CH3:23])[c:8]([NH:10][NH:11][CH2:12][CH2:13][OH:14])[cH:9]1. Starting materials: FC=1C2=C(C=C3CC4(C(NC(NC4=O)=O)=O)[C@@H]4N(C13)C[C@H](O[C@H]4C)C)C(=NO2)S(=O)(=O)C ((2R,4S,4aS)-rel-11-fluoro-2,4-dimethyl-8-(methylsulfonyl)-1,2,4,4a-tetrahydro-2′H,6H-spiro[1,4-oxazino[4,3-a][1,2]oxazolo[4,5-g]quinoline-5,5′-pyrimidine]-2′,4′,6′(3′H)-trione), [C-]#N.[K+] (KCN), C1COCCOCCOCCOCCOCCO1 (18-crown-6). The solvent is CN(C)C=O (DMF). Conditions: temperature 85 celsius. Product: FC=1C2=C(C=C3CC4(C(NC(NC4=O)=O)=O)[C@@H]4N(C13)C[C@H](O[C@H]4C)C)C(=NO2)C#N ((2R,4S,4aS)-rel-11-fluoro-2,4-dimethyl-2′,4′,6′-trioxo-1,1′,2,3′,4,4′,4a,6′-octahydro-2′H,6H-spiro[1,4-oxazino[4,3-a][1,2]oxazolo[4,5-g]quinoline-5,5′-pyrimidine]-8-carbonitrile). Reaction SMILES: [F:1][C:2]1[C:3]2[O:28][N:27]=[C:26](S(C)(=O)=O)[C:4]=2[CH:5]=[C:6]2[C:19]=1[N:18]1[CH2:20][C@@H:21]([CH3:25])[O:22][C@@H:23]([CH3:24])[C@@H:17]1[C:8]1([C:13](=[O:14])[NH:12][C:11](=[O:15])[NH:10][C:9]1=[O:16])[CH2:7]2.[C-:33]#[N:34].[K+].C1OCCOCCOCCOCCOCCOC1>CN(C=O)C>[F:1][C:2]1[C:3]2[O:28][N:27]=[C:26]([C:33]#[N:34])[C:4]=2[CH:5]=[C:6]2[C:19]=1[N:18]1[CH2:20][C@@H:21]([CH3:25])[O:22][C@@H:23]([CH3:24])[C@@H:17]1[C:8]1([C:13](=[O:14])[NH:12][C:11](=[O:15])[NH:10][C:9]1=[O:16])[CH2:7]2 |f:1.2|. Reported procedure: To a stirred solution of (2R,4S,4aS)-rel-11-fluoro-2,4-dimethyl-8-(methylsulfonyl)-1,2,4,4a-tetrahydro-2′H,6H-spiro[1,4-oxazino[4,3-a][1,2]oxazolo[4,5-g]quinoline-5,5′-pyrimidine]-2′,4′,6′(1′H,3′H)-trione (Example 182, 1.0 g, 2.15 mmol) in DMF was added KCN (700 mg, 10.75 mmol) followed by 18-crown-6 (catalytic) and the mixture was heated at 85° C. for 12 hours. The reaction mixture was cooled to room temperature and precipitated with diethyl ether (repeated twice to remove complete DMF). The pr... Starting materials: CC(NC(=O)CC(O)CC(=O)C=Cc1c(-c2ccc(F)cc2)c2ccccc2n1C(C)C)c1ccccc1, CC(NC(=O)CC(O)CC(O)C=Cc1c(C2CC2)nc2ccccc2c1-c1ccc(F)cc1)c1ccccc1. Yields the product CC(NC(=O)CC(O)CC(O)C=Cc1c(-c2ccc(F)cc2)c2ccccc2n1C(C)C)c1ccccc1. Reaction SMILES: [c:1]1([CH:7]([CH3:8])[NH:9][C:10]([CH2:11][CH:12]([CH2:13][C:14]([CH:15]=[CH:16][c:17]2[n:18]([CH:33]([CH3:34])[CH3:35])[c:19]3[cH:20][cH:21][cH:22][cH:23][c:24]3[c:25]2-[c:26]2[cH:27][cH:28][c:29]([F:32])[cH:30][cH:31]2)=[O:36])[OH:37])=[O:38])[cH:2][cH:3][cH:4][cH:5][cH:6]1.[c:39]1([CH:40]([NH:41][C:42](=[O:43])[CH2:44][CH:45]([OH:46])[CH2:47][CH:48]([OH:49])[CH:50]=[CH:51][c:52]2[c:53]([CH:54]3[CH2:55][CH2:56]3)[n:57][c:58]3[c:59]([c:60]2-[c:61]2[cH:62][cH:63][c:64]([F:65])[cH:66][cH:67]2)[cH:68][cH:69][cH:70][cH:71]3)[CH3:72])[cH:73][cH:74][cH:75][cH:76][cH:77]1>>[c:1]1([CH:7]([CH3:8])[NH:9][C:10]([CH2:11][CH:12]([CH2:13][CH:14]([CH:15]=[CH:16][c:17]2[n:18]([CH:33]([CH3:34])[CH3:35])[c:19]3[cH:20][cH:21][cH:22][cH:23][c:24]3[c:25]2-[c:26]2[cH:27][cH:28][c:29]([F:32])[cH:30][cH:31]2)[OH:36])[OH:37])=[O:38])[cH:2][cH:3][cH:4][cH:5][cH:6]1. The product is COc1c(Br)cc(CC2NCCc3cc(NS(C)(=O)=O)ccc32)cc1Br. Starting materials: COc1c(Br)cc(CC(=O)NCCc2cccc(NS(C)(=O)=O)c2)cc1Br, CC#N, O=P(Cl)(Cl)Cl. As a reaction SMILES: [Br:1][c:2]1[cH:3][c:4]([CH2:11][C:12](=[O:13])[NH:14][CH2:15][CH2:16][c:17]2[cH:18][c:19]([NH:23][S:24](=[O:25])(=[O:26])[CH3:27])[cH:20][cH:21][cH:22]2)[cH:5][c:6]([Br:10])[c:7]1[O:8][CH3:9].[CH3:28][C:29]#[N:30].[P:31]([Cl:32])([Cl:33])([Cl:34])=[O:35]>>[Br:1][c:2]1[cH:3][c:4]([CH2:11][CH:12]2[NH:14][CH2:15][CH2:16][c:17]3[cH:18][c:19]([NH:23][S:24](=[O:25])(=[O:26])[CH3:27])[cH:20][cH:21][c:22]32)[cH:5][c:6]([Br:10])[c:7]1[O:8][CH3:9]. Reactants: C(/C1=CC=CC=C1)=N\C1=CC(=C(C=C1)O)F ((E)-4-(benzylideneamino)-2-fluorophenol), C(C)(=O)O (acetic acid), C(C)(=O)O (acetic acid), [OH-].[Na+] (NaOH). Yields the product C(C1=CC=CC=C1)N(C(C)=O)C1=CC(=C(C=C1)O)F (N-benzyl-N-(3-fluoro-4-hydroxyphenyl)acetamide). Yield: 39.0%. Reaction SMILES: [CH:1](=[N:8]/[C:9]1[CH:14]=[CH:13][C:12]([OH:15])=[C:11]([F:16])[CH:10]=1)\[C:2]1[CH:7]=[CH:6][CH:5]=[CH:4][CH:3]=1.[OH-].[Na+].[C:19](O)(=[O:21])[CH3:20]>>[CH2:1]([N:8]([C:9]1[CH:14]=[CH:13][C:12]([OH:15])=[C:11]([F:16])[CH:10]=1)[C:19](=[O:21])[CH3:20])[C:2]1[CH:3]=[CH:4][CH:5]=[CH:6][CH:7]=1 |f:1.2|. Reported procedure: To a stirred solution of (E)-4-(benzylideneamino)-2-fluorophenol (430 mg, 2 mmol) in 1 mL glacial acetic acid at 0° C. under nitrogen was added a solution of trimethylamine/borane complex (160 mg, 2.2 mmol) in 1 mL glacial acetic acid dropwise by syringe. After complete addition, the reaction was allowed to warm to room temperature and was then heated to reflux overnight. 6N NaOH was then added until pH was neutral. The aqueous solution was extracted with ether, and the combined ether extracts w... Conditions: time 8 hour. Reaction SMILES: [CH:1]([N:4]1[CH:8]=[C:7]([C:9]([O:11]CC)=[O:10])[C:6]([C:14]([F:17])([F:16])[F:15])=[N:5]1)([CH3:3])[CH3:2].[OH-].[Li+]>C(O)C.O.O1CCOCC1.O>[CH:1]([N:4]1[CH:8]=[C:7]([C:9]([OH:11])=[O:10])[C:6]([C:14]([F:17])([F:16])[F:15])=[N:5]1)([CH3:3])[CH3:2] |f:1.2,3.4.5|. Yields the product C(C)(C)N1N=C(C(=C1)C(=O)O)C(F)(F)F (1-isopropyl-3-(trifluoromethyl)-1H-pyrazole-4-carboxylic acid). Solvent: C(C)O.O.O1CCOCC1 (ethanol water dioxane), O (water). The yield is 84.5%. Starting materials: C(C)(C)N1N=C(C(=C1)C(=O)OCC)C(F)(F)F (ethyl 1-isopropyl-3-(trifluoromethyl)-1H-pyrazole-4-carboxylate), [OH-].[Li+] (lithium hydroxide). Procedure: A solution of ethyl 1-isopropyl-3-(trifluoromethyl)-1H-pyrazole-4-carboxylate (266 mg, 1.06 mmol) and lithium hydroxide (102 mg, 4.25 mmol) in ethanol:water:dioxane (1:1:1, 6 mL) was warmed to 40° C. and stirred overnight. The mix cooled to RT, diluted with water (25 mL) and washed with ether (20 mL). The aqueous phase made acidic with 3N HCl (pH˜2) and extracted with ethyl acetate (2×15 mL). The combined ethyl acetate layers were washed with brine (20 mL), dried (Na2SO4) and concentrated in vac... Starting materials: CCOC(=O)C(F)(F)c1cccc(Br)c1, CO, [Li+], [OH-], O, O. Product: O=C(O)C(F)(F)c1cccc(Br)c1. RXN SMILES: [CH2:3]([CH3:4])[O:5][C:6]([C:7]([F:8])([F:9])[c:10]1[cH:11][c:12]([Br:16])[cH:13][cH:14][cH:15]1)=[O:17].[CH3:19][OH:20].[Li+:1].[OH-:2].[OH2:18].[OH2:21]>>[O:5]=[C:6]([C:7]([F:8])([F:9])[c:10]1[cH:11][c:12]([Br:16])[cH:13][cH:14][cH:15]1)[OH:17].